From a dataset of the Open Reaction Database (ORD), a public repository of structured organic reaction records. describe an organic reaction: reactants, conditions, products, and yield The reactants are CC(=O)[O-], CO, [Na+], OCC1OC(O)C(O)C1O, O=S(=O)(O)O. Product: COC1OC(CO)C(O)C1O. As a reaction SMILES: [CH3:17][C:18](=[O:19])[O-:20].[CH3:21][OH:22].[Na+:16].[OH:1][CH2:2][CH:3]1[O:4][CH:5]([OH:6])[CH:7]([OH:8])[CH:9]1[OH:10].[S:11](=[O:12])(=[O:13])([OH:14])[OH:15]>>[OH:1][CH2:2][CH:3]1[O:4][CH:5]([O:6][CH3:17])[CH:7]([OH:8])[CH:9]1[OH:10]. The reactants are NC[C@@H](C)O ((R)-1-amino-2-propanol), O=CCC1C(C2=CC(=C(C=C2C1)F)F)=O ((RS)-2-(2-oxoethyl)-5,6-difluoro-1-indanone), C1(=CC=C(C=C1)S(=O)(=O)O)C (p-toluenesulfonic acid), O (water). Solvent: C1(=CC=CC=C1)C (toluene), C1(=CC=CC=C1)C (toluene). Run at time 45 minute. Product: FC=1C=C2CC3=C(N(C=C3)C[C@@H](C)O)C2=CC1F ((R)-1-(6,7-difluoro-1,4-dihydro-indeno[1,2-b]pyrrol-1-yl)-propan-2-ol). Isolated yield 45.4%. Reaction SMILES: O=[CH:2][CH2:3][CH:4]1[CH2:12][C:11]2[C:6](=[CH:7][C:8]([F:14])=[C:9]([F:13])[CH:10]=2)[C:5]1=O.C1(C)C=CC(S(O)(=O)=O)=CC=1.O.[NH2:28][CH2:29][C@H:30]([OH:32])[CH3:31]>C1(C)C=CC=CC=1>[F:13][C:9]1[CH:10]=[C:11]2[C:6](=[CH:7][C:8]=1[F:14])[C:5]1[N:28]([CH2:29][C@H:30]([OH:32])[CH3:31])[CH:2]=[CH:3][C:4]=1[CH2:12]2. Reported procedure: A solution of 2.1 g of (RS)-2-(2-oxoethyl)-5,6-difluoro-1-indanone and 80 mg of p-toluenesulfonic acid in 70 ml of anhydrous toluene was heated on a water separator. A solution of 3.0 g of (R)-1-amino-2-propanol in 20 ml of anhydrous toluene was added dropwise to the boiling solution over a period of 5 minutes. Subsequently, the mixture was boiled for an additional 45 minutes, during which the solvent was reduced to a volume of 20 ml. The cooled reaction mixture was purified by column chromatogr... The reactants are Br, CCOC(=O)Nc1cccc(-c2csc(NC)n2)c1, Cl, [Na+], [OH-]. Yields the product CNc1nc(-c2cccc(N)c2)cs1. As a reaction SMILES: [BrH:1].[CH3:2][NH:3][c:4]1[s:5][cH:6][c:7](-[c:9]2[cH:10][c:11]([NH:15][C:16](=[O:17])[O:18][CH2:19][CH3:20])[cH:12][cH:13][cH:14]2)[n:8]1.[ClH:23].[Na+:22].[OH-:21]>>[CH3:2][NH:3][c:4]1[s:5][cH:6][c:7](-[c:9]2[cH:10][c:11]([NH2:15])[cH:12][cH:13][cH:14]2)[n:8]1. The reactants are CC12CCC3c4ccc(OCc5ccccc5)cc4CCC3C1CC(CC=O)C2O, C1CCOC1, Cc1ccccc1, c1ccncc1. Product: C=CCC1CC2C3CCc4cc(OCc5ccccc5)ccc4C3CCC2(C)C1O. RXN SMILES: [CH2:1]([c:2]1[cH:3][cH:4][cH:5][cH:6][cH:7]1)[O:8][c:9]1[cH:10][c:11]2[c:24]([cH:25][cH:26]1)[CH:23]1[CH:14]([CH2:13][CH2:12]2)[CH:15]2[CH2:16][CH:17]([CH2:28][CH:29]=[O:30])[CH:18]([OH:27])[C:19]2([CH3:20])[CH2:21][CH2:22]1.[CH2:44]1[O:45][CH2:46][CH2:47][CH2:48]1.[CH3:31][c:32]1[cH:33][cH:34][cH:35][cH:36][cH:37]1.[cH:38]1[cH:39][cH:40][n:41][cH:42][cH:43]1>>[CH2:1]([c:2]1[cH:3][cH:4][cH:5][cH:6][cH:7]1)[O:8][c:9]1[cH:10][c:11]2[c:24]([cH:25][cH:26]1)[CH:23]1[CH:14]([CH2:13][CH2:12]2)[CH:15]2[CH2:16][CH:17]([CH2:28][CH:29]=[CH2:31])[CH:18]([OH:27])[C:19]2([CH3:20])[CH2:21][CH2:22]1.